From a dataset of the Open Reaction Database (ORD), a public repository of structured organic reaction records. describe an organic reaction: reactants, conditions, products, and yield The reactants are ClC=1N=C(C2=CC=CC=C2C1C=O)C1=CC=CC=C1 (3-Chloro-1-phenyl-isoquinoline-4-aldehyde), B.[Na] (sodium boron hydride). The solvent is CO (methanol). Conditions: time 4 hour. Product: ClC=1N=C(C2=CC=CC=C2C1CO)C1=CC=CC=C1 (3-chloro-4-hydroxymethyl-1-phenyl-isoquinoline). Isolated yield 88.2%. As a reaction SMILES: [Cl:1][C:2]1[N:3]=[C:4]([C:14]2[CH:19]=[CH:18][CH:17]=[CH:16][CH:15]=2)[C:5]2[C:10]([C:11]=1[CH:12]=[O:13])=[CH:9][CH:8]=[CH:7][CH:6]=2.B.[Na]>CO>[Cl:1][C:2]1[N:3]=[C:4]([C:14]2[CH:19]=[CH:18][CH:17]=[CH:16][CH:15]=2)[C:5]2[C:10]([C:11]=1[CH2:12][OH:13])=[CH:9][CH:8]=[CH:7][CH:6]=2 |f:1.2,^1:20|. Reported procedure: To 8.1 g 3-Chloro-1-phenyl-isoquinoline-4-aldehyde in 150 ml methanol there are added portionwise 1.8 g sodium boron hydride at 0° C. The solution is stirred at room temperature for 4 hours and the solvent is removed in vacuo. The residue is stirred with water. Filtration of the resulting mixture gives 7.2 g 3-chloro-4-hydroxymethyl-1-phenyl-isoquinoline having a melting point from 175° to 182° C. The reactants are COC(=O)C(=O)Nc1ccc(N2CCC(C(=O)OC)CC2)nc1, CCO, NN, O. Product: COC(=O)C1CCN(c2ccc(NC(=O)C(=O)NN)cn2)CC1. As a reaction SMILES: [CH3:1][O:2][C:3]([C:4](=[O:5])[NH:6][c:7]1[cH:8][cH:9][c:10]([N:13]2[CH2:14][CH2:15][CH:16]([C:19](=[O:20])[O:21][CH3:22])[CH2:17][CH2:18]2)[n:11][cH:12]1)=[O:23].[CH3:27][CH2:28][OH:29].[NH2:25][NH2:26].[OH2:24]>>[C:3]([C:4](=[O:5])[NH:6][c:7]1[cH:8][cH:9][c:10]([N:13]2[CH2:14][CH2:15][CH:16]([C:19](=[O:20])[O:21][CH3:22])[CH2:17][CH2:18]2)[n:11][cH:12]1)(=[O:23])[NH:25][NH2:26]. Starting materials: C(=O)(C(F)(F)F)O (TFA), C(C)(C)(C)OC(=O)N1CCC(CC1)C(C(CSC(C)=O)C(=O)OCC)C (4-(3-acetylsulfanyl-2-ethoxycarbonyl-1-methyl-propyl)-piperidine-1-carboxylic acid tert-butyl ester). The solvent is C(Cl)Cl (methylene chloride). Run at time 90 minute. Product: C(C)OC(C(C(C)C1CCNCC1)CSC(C)=O)=O (2-acetylsulfanylmethyl-3-piperidin4-yl-butyric acid ethyl ester). The yield is 80.0%. Reaction SMILES: C(O)(C(F)(F)F)=O.C(OC([N:15]1[CH2:20][CH2:19][CH:18]([CH:21]([CH3:33])[CH:22]([C:28]([O:30][CH2:31][CH3:32])=[O:29])[CH2:23][S:24][C:25](=[O:27])[CH3:26])[CH2:17][CH2:16]1)=O)(C)(C)C>C(Cl)Cl>[CH2:31]([O:30][C:28](=[O:29])[CH:22]([CH2:23][S:24][C:25](=[O:27])[CH3:26])[CH:21]([CH:18]1[CH2:17][CH2:16][NH:15][CH2:20][CH2:19]1)[CH3:33])[CH3:32]. Reported procedure: TFA (2 mL) was added to a solution of 4-(3-acetylsulfanyl-2-ethoxycarbonyl-1-methyl-propyl)-piperidine-1-carboxylic acid tert-butyl ester (0.17 g, 0.439 mmol) in methylene chloride (10 mL). The reaction was stirred for 90 min and concentrated under reduced pressure. The crude product was purified using HPLC (10→50% acetonitrile in water, 0.1% TFA) to give 2-acetylsulfanylmethyl-3-piperidin4-yl-butyric acid ethyl ester (101 mg, 54%) as the TFA salt. The reactants are [Al+3], BrB(Br)Br, CSC#N, [Cl-], [Cl-], [Cl-], ClCCCl, [Na+], [OH-], Oc1ccccc1. The product is N#Cc1ccccc1O. Reaction SMILES: [Al+3:13].[B:1]([Br:2])([Br:3])[Br:4].[CH3:18][S:19][C:20]#[N:21].[Cl-:12].[Cl-:14].[Cl-:15].[Cl:22][CH2:23][CH2:24][Cl:25].[Na+:17].[OH-:16].[OH:5][c:6]1[cH:7][cH:8][cH:9][cH:10][cH:11]1>>[OH:5][c:6]1[c:7]([C:20]#[N:21])[cH:8][cH:9][cH:10][cH:11]1. Reactants: OC1=C(C=C(C=C1)C(C)(C)CC(C)(C)C)N1N=C2C(=N1)C=CC=C2 (2-[2-Hydroxy-5-tert-octylphenyl]-2H-benzotriazole), C=O (paraformaldehyde), C(CCC)NCCCC (di-n-butylamine). Reaction conditions: temperature 160 celsius, time 4 hour. Product: OC1=C(C=C(C=C1CN(CCCC)CCCC)C(C)(C)CC(C)(C)C)N1N=C2C(=N1)C=CC=C2 (2-[2-Hydroxy-3-(di-n-butylaminomethyl)-5-tert-octylphenyl]-2H-benzotriazole). Yield: 96.0%. As a reaction SMILES: [OH:1][C:2]1[CH:7]=[CH:6][C:5]([C:8]([CH2:11][C:12]([CH3:15])([CH3:14])[CH3:13])([CH3:10])[CH3:9])=[CH:4][C:3]=1[N:16]1[N:20]=[C:19]2[CH:21]=[CH:22][CH:23]=[CH:24][C:18]2=[N:17]1.[CH2:25]=O.[CH2:27]([NH:31][CH2:32][CH2:33][CH2:34][CH3:35])[CH2:28][CH2:29][CH3:30]>>[OH:1][C:2]1[C:7]([CH2:25][N:31]([CH2:32][CH2:33][CH2:34][CH3:35])[CH2:27][CH2:28][CH2:29][CH3:30])=[CH:6][C:5]([C:8]([CH2:11][C:12]([CH3:13])([CH3:14])[CH3:15])([CH3:9])[CH3:10])=[CH:4][C:3]=1[N:16]1[N:20]=[C:19]2[CH:21]=[CH:22][CH:23]=[CH:24][C:18]2=[N:17]1. Procedure: 2-[2-Hydroxy-5-tert-octylphenyl]-2H-benzotriazole (30 g, 0.092 mol), paraformaldehyde (3 g, 0.0955 mol) and di-n-butylamine (24.9 g, 0.191 mol) are charged to a pressure reaction at ambient temperature. The reactor is sealed and the temperature raised to 160° C. The reaction mass is held at 160° C. for four hours and then discharged. The reactor is rinsed with toluene. The toluene, amine and water are stripped by rotary evaporation. The crude product is prepared in a 96% yield (40 g). This produ... The reactants are ClC=1C=CC=C2C(NN=C(C12)CC=1C=C(C#N)C=CC1)=O (3-((8-chloro-4-oxo-3,4-dihydrophthalazin-1-yl)methyl)benzonitrile), [OH-].[K+] (potassium hydroxide), C(C)O (ethanol). Solvent: O (water). Run at temperature 100 celsius. Yields the product ClC=1C=CC=C2C(NN=C(C12)CC=1C=C(C(=O)O)C=CC1)=O (3-((8-chloro-4-oxo-3,4-dihydrophthalazin-1-yl)methyl)benzoic acid). Isolated yield 95.0%. Reaction SMILES: [Cl:1][C:2]1[CH:3]=[CH:4][CH:5]=[C:6]2[C:11]=1[C:10]([CH2:12][C:13]1[CH:14]=C([CH:18]=[CH:19][CH:20]=1)C#N)=[N:9][NH:8][C:7]2=[O:21].[OH-:22].[K+].[CH2:24]([OH:26])[CH3:25]>O>[Cl:1][C:2]1[CH:3]=[CH:4][CH:5]=[C:6]2[C:11]=1[C:10]([CH2:12][C:13]1[CH:14]=[C:25]([CH:18]=[CH:19][CH:20]=1)[C:24]([OH:22])=[O:26])=[N:9][NH:8][C:7]2=[O:21] |f:1.2|. Procedure: 3-((8-chloro-4-oxo-3,4-dihydrophthalazin-1-yl)methyl)benzonitrile (117) (3.75 g, 12.68 mmol) and potassium hydroxide (7.11 g, 126.81 mmol) were added to ethanol (30 mL) and water (70 mL) and heated at 100° C. for 5 hours. The ethanol was evaporated off and the aqueous was extracted with ethyl acetate (1×75 mL). The aqueous was then acidified to pH1 with conc HCl to afford a solid, this was filtered, washed with water and dried to afford the desired material as a beige solid (3.81 g, 95% yield); ...